From a dataset of the Open Reaction Database (ORD), a public repository of structured organic reaction records. describe an organic reaction: reactants, conditions, products, and yield Reactants: C(C)(=O)NC(NC1=C(C=C(C=C1)OS(=O)(=O)C1=CC(=CC=C1)C(F)(F)F)[N+](=O)[O-])=O (2-(3-acetylureido)-5-(3-trifluoromethylphenylsulfonyloxy)nitrobenzene), [H][H] (hydrogen). The reagents and catalysts are [Ni] (Raney nickel). The solvent is COCCO (2-methoxyethanol), CO (methanol). Product: C(C)(=O)NC(NC1=C(N)C=C(C=C1)OS(=O)(=O)C1=CC(=CC=C1)C(F)(F)F)=O (2-(3-Acetylureido)-5-(3-trifluoromethylphenylsulfonyloxy)-aniline). Reaction SMILES: [C:1]([NH:4][C:5](=[O:30])[NH:6][C:7]1[CH:12]=[CH:11][C:10]([O:13][S:14]([C:17]2[CH:22]=[CH:21][CH:20]=[C:19]([C:23]([F:26])([F:25])[F:24])[CH:18]=2)(=[O:16])=[O:15])=[CH:9][C:8]=1[N+:27]([O-])=O)(=[O:3])[CH3:2].[H][H]>CO.COCCO.[Ni]>[C:1]([NH:4][C:5](=[O:30])[NH:6][C:7]1[CH:12]=[CH:11][C:10]([O:13][S:14]([C:17]2[CH:22]=[CH:21][CH:20]=[C:19]([C:23]([F:24])([F:26])[F:25])[CH:18]=2)(=[O:15])=[O:16])=[CH:9][C:8]=1[NH2:27])(=[O:3])[CH3:2]. Reported procedure: 59 g of 2-(3-acetylureido)-5-(3-trifluoromethylphenylsulfonyloxy)nitrobenzene in 200 ml of methanol and 200 ml of 2-methoxyethanol are hydrogenated under normal pressure with a catalytic amount of Raney nickel. After hydrogen uptake is complete, the catalyst is filtered off with suction, washed with warm 2-methoxyethanol and the solution is evaporated under reduced pressure. Water is added to the residue and it is then filtered off with suction, washed with water and dried over sodium hydroxide,... Conditions: temperature 0 celsius, time 3 hour. The yield is 21.4%. Starting materials: [Br-].FCCCP(C1=CC=CC=C1)(C1=CC=CC=C1)C1=CC=CC=C1 (3-fluoropropyltriphenylphosphine bromide), CC(C)([O-])C.[K+] (potassium-t-butoxide), O (Water), FC=1C=C(C=C(C1)F)C1CCC(CC1)=O (4-(3,5-difluorophenyl)cyclohexanone). Procedure: THF in an amount of 100 ml was added to 12.5 g (31.0 mmol) of the 3-fluoropropyltriphenylphosphine bromide synthesized in the first step, and cooled down to 0° C. under nitrogen gas atmosphere. Solution of 3.4 g (31.0 mmol) of potassium-t-butoxide in 30 ml of THF was added thereto and stirred for 3 hours. To this reaction product was added dropwise a solution of 5.0 g (23.8 mmol) of the 4-(3,5-difluorophenyl)cyclohexanone synthesized in the second step in 50 ml of THF at 0° C., stirred at the te... Yields the product FC=1C=C(C=C(C1)F)C1CCC(CC1)CCCF (4-(3,5-difluorophenyl)-1-(3-fluoropropyl)cyclohexane). Run in C1CCOC1 (THF), C1CCOC1 (THF), C1CCOC1 (THF). RXN SMILES: [Br-].[F:2][CH2:3][CH2:4][CH2:5]P(C1C=CC=CC=1)(C1C=CC=CC=1)C1C=CC=CC=1.CC(C)([O-])C.[K+].[F:31][C:32]1[CH:33]=[C:34]([CH:39]2[CH2:44][CH2:43][C:42](=O)[CH2:41][CH2:40]2)[CH:35]=[C:36]([F:38])[CH:37]=1.O>C1COCC1>[F:31][C:32]1[CH:33]=[C:34]([CH:39]2[CH2:44][CH2:43][CH:42]([CH2:5][CH2:4][CH2:3][F:2])[CH2:41][CH2:40]2)[CH:35]=[C:36]([F:38])[CH:37]=1 |f:0.1,2.3|.